From a dataset of the Open Reaction Database (ORD), a public repository of structured organic reaction records. describe an organic reaction: reactants, conditions, products, and yield The reactants are [Si](C)(C)(C(C)(C)C)OCC1=CC=C(C=C1)CC(=O)OC (methyl 4-t-butyldimethylsilyloxymethylphenylacetate), solution, CC(C)([O-])C.[K+] (potassium t-butoxide), CC(C)([O-])C.[K+] (potassium t-butoxide), ClC\C=C/CCl (cis-1,4-dichlorobut-2-ene). The solvent is C1CCOC1 (THF), C1CCOC1 (THF), C1CCOC1 (THF). Run at time 30 minute. Product: [Si](C)(C)(C(C)(C)C)OCC1=CC=C(C=C1)C1(C(C1)C=C)C(=O)OC (methyl 1-(4'-t-butyldimethylsilyloxymethylphenyl)-2-vinylcyclopropane-1-carboxylate). Reaction SMILES: [Si:1]([O:8][CH2:9][C:10]1[CH:15]=[CH:14][C:13]([CH2:16][C:17]([O:19][CH3:20])=[O:18])=[CH:12][CH:11]=1)([C:4]([CH3:7])([CH3:6])[CH3:5])([CH3:3])[CH3:2].CC(C)([O-])C.[K+].Cl[CH2:28]/[CH:29]=[CH:30]\[CH2:31]Cl>C1COCC1>[Si:1]([O:8][CH2:9][C:10]1[CH:11]=[CH:12][C:13]([C:16]2([C:17]([O:19][CH3:20])=[O:18])[CH2:31][CH:30]2[CH:29]=[CH2:28])=[CH:14][CH:15]=1)([C:4]([CH3:7])([CH3:6])[CH3:5])([CH3:2])[CH3:3] |f:1.2|. Reported procedure: To a solution of the product of Step 1, above, (1.0 g, 3.4 mmol) in 10 ml THF at -20° C. was added a 1M solution of potassium t-butoxide in THF (3.73 ml, 3.73 mmol) over 15 minutes. After 30 minutes at -20° C., cis-1,4-dichlorobut-2-ene (0.393 ml, 3.73 mmol) was added dropwise and the reaction was warmed to room temperature. After 20 minutes the reaction was cooled to -20° C. and treated with potassium t-butoxide in THF (3.73 ml, 3.73 mmol). The reaction was allowed to warm to room temperature, ... Reactants: C(C)(C)C(C(=O)OCC)C=CC1=CC=C(C=C1)F (ethyl 2-isopropyl-4-(4-fluorophenyl)-3-butenoate), [OH-].[K+] (potassium hydroxide), CO (methanol). Run in O (water). Conditions: time 8 hour. The product is C(C)(C)C(C(=O)O)C=CC1=CC=C(C=C1)F (2-isopropyl-4-(4-fluorophenyl)-3-butenoic acid). Reaction SMILES: [CH:1]([CH:4]([CH:10]=[CH:11][C:12]1[CH:17]=[CH:16][C:15]([F:18])=[CH:14][CH:13]=1)[C:5]([O:7]CC)=[O:6])([CH3:3])[CH3:2].[OH-].[K+].CO>O>[CH:1]([CH:4]([CH:10]=[CH:11][C:12]1[CH:17]=[CH:16][C:15]([F:18])=[CH:14][CH:13]=1)[C:5]([OH:7])=[O:6])([CH3:3])[CH3:2] |f:1.2|. Procedure: A mixture of the above ester (0.46 g), potassium hydroxide (2.5 mmol), 3 ml methanol and 0.5 ml water is stirred at about 45° overnight. Methanol is removed by evaporation and then 5% NaOH-ether is added. After adjusting to about pH 3 by addition of dilute HCl, the mixture is extracted with ether. The ether phase is washed with water and brine, dried over sodium sulfate, and solvent evaporated to yield 2-isopropyl-4-(4-fluorophenyl)-3-butenoic acid.